Dataset: the Open Reaction Database (ORD), a public repository of structured organic reaction records. Task: describe an organic reaction: reactants, conditions, products, and yield Starting materials: OC1(CCN(CC1)C1=CC=C(N=N1)O)C1=CC(=CC=C1)C (6-[4-hydroxy-4-(3-methylphenyl)-1-piperidinyl]-3-pyridazinol), Cl (hydrochloric acid). The yield is 75.0%. Reported procedure: A mixture of 2.9 parts of 6-[4-hydroxy-4-(3-methylphenyl)-1-piperidinyl]-3-pyridazinol, 30 parts of a hydrochloric acid solution 6 N and 24 parts of ethanol was stirred for 2 hours at reflux temperature. The reaction mixture was evaporated. Crushed ice was added and the whole was treated with concentrate ammonium hydroxide. The product was extracted with trichloromethane The extract was dried, filtered and evaporated. The residue was purified by column chromatography over silica gel using a mixt... Reaction SMILES: O[C:2]1([C:15]2[CH:20]=[CH:19][CH:18]=[C:17]([CH3:21])[CH:16]=2)[CH2:7][CH2:6][N:5]([C:8]2[N:13]=[N:12][C:11]([OH:14])=[CH:10][CH:9]=2)[CH2:4][CH2:3]1.Cl>C(O)C>[CH3:21][C:17]1[CH:16]=[C:15]([C:2]2[CH2:7][CH2:6][N:5]([C:8]3[N:13]=[N:12][C:11]([OH:14])=[CH:10][CH:9]=3)[CH2:4][CH:3]=2)[CH:20]=[CH:19][CH:18]=1. Yields the product CC=1C=C(C=CC1)C=1CCN(CC1)C1=CC=C(N=N1)O (6-[3,6-dihydro-4-(3-methylphenyl)-1(2H)pyridinyl]-3-pyridazinol). Conditions: time 2 hour. Solvent: C(C)O (ethanol). Starting materials: O1CCOC2=C1C=CC=C2C(=O)Cl (1,4-benzodioxane-5-carbonyl chloride), C(C)N1C(CCC1)CN (1-ethyl-2-aminomethyl pyrrolidine). Yields the product Cl.C(C)N1C(CCC1)CNC(=O)C1=CC=CC=2OCCOC21 (N-(1-ethyl-2-pyrrolidylmethyl)-1,4-benzodioxane-5-carboxamide hydrochloride). Reaction SMILES: [O:1]1[C:6]2[CH:7]=[CH:8][CH:9]=[C:10]([C:11]([Cl:13])=[O:12])[C:5]=2[O:4][CH2:3][CH2:2]1.[CH2:14]([N:16]1[CH2:20][CH2:19][CH2:18][CH:17]1[CH2:21][NH2:22])[CH3:15]>>[ClH:13].[CH2:14]([N:16]1[CH2:20][CH2:19][CH2:18][CH:17]1[CH2:21][NH:22][C:11]([C:10]1[C:5]2[O:4][CH2:3][CH2:2][O:1][C:6]=2[CH:7]=[CH:8][CH:9]=1)=[O:12])[CH3:15] |f:2.3|. Procedure details: In the same manner as described in Example 17, by reaction of 1,4-benzodioxane-5-carbonyl chloride with the 1-ethyl-2-aminomethyl pyrrolidine, the N-(1-ethyl-2-pyrrolidylmethyl)-1,4-benzodioxane-5-carboxamide hydrochloride was obtained (M.P.: 149°-150° C.). The reactants are BrCC1=CC=C(C=C1)C=1C(=CC=CC1)C(=O)OC (methyl 4'-bromomethylbiphenyl-2-carboxylate), [H-].[Na+] (sodium hydride), CC1=CC(=C2C(=N1)N=C(N2)CC)C (5,7-dimethyl-2-ethylimidazo[4,5-b]pyridine), Cl (HCl). The solvent is CN(C)C=O (DMF), O (water), CN(C)C=O (DMF). The product is COC(=O)C1=C(C=CC=C1)C1=CC=C(C=C1)CN1C(=NC=2C1=NC(=CC2C)C)CC (4'-[[5,7-dimethyl-2-ethyl-3H-imidazo[4,5-b]pyridin-3-yl]methyl][1,1'-biphenyl-2-yl]carboxylic acid methyl ester). Isolated yield 59.7%. Reaction SMILES: [H-].[Na+].[CH3:3][C:4]1[N:9]=[C:8]2[N:10]=[C:11]([CH2:13][CH3:14])[NH:12][C:7]2=[C:6]([CH3:15])[CH:5]=1.Br[CH2:17][C:18]1[CH:23]=[CH:22][C:21]([C:24]2[C:25]([C:30]([O:32][CH3:33])=[O:31])=[CH:26][CH:27]=[CH:28][CH:29]=2)=[CH:20][CH:19]=1.Cl>CN(C=O)C.O>[CH3:33][O:32][C:30]([C:25]1[CH:26]=[CH:27][CH:28]=[CH:29][C:24]=1[C:21]1[CH:20]=[CH:19][C:18]([CH2:17][N:10]2[C:8]3=[N:9][C:4]([CH3:3])=[CH:5][C:6]([CH3:15])=[C:7]3[N:12]=[C:11]2[CH2:13][CH3:14])=[CH:23][CH:22]=1)=[O:31] |f:0.1|. Procedure details: To a suspension of sodium hydride (345 mg, 60% in oil, 8.6 mmol) in dry DMF (10 mL) was added 5,7-dimethyl-2-ethylimidazo[4,5-b]pyridine (1.5 g, 8.6 mmol) under an atmosphere of dry nitrogen. The reaction mixture was stirred at room temperature until the evolution of gas subsided. The reaction mixture was cooled to 0° C. and a solution of methyl 4'-bromomethylbiphenyl-2-carboxylate (2.7 g, 8.84 mmol) in dry DMF (5 mL) was added dropwise. The resulting solution was stirred at room temperature ove... Starting materials: C#CCCCO, CCOC(C)=O, COCCOC, [Cu]I, Nc1ccc(I)cc1, [K+], [K+], O=C([O-])[O-], O, c1ccc(P(c2ccccc2)c2ccccc2)cc1. Product: Nc1ccc(C#CCCCO)cc1. As a reaction SMILES: [CH2:34]([CH2:35][CH2:36][C:37]#[CH:38])[OH:39].[CH3:42][CH2:43][O:44][C:45]([CH3:46])=[O:47].[CH3:49][O:50][CH2:51][CH2:52][O:53][CH3:54].[Cu:40][I:41].[I:1][c:2]1[cH:3][cH:4][c:5]([NH2:6])[cH:7][cH:8]1.[K+:28].[K+:29].[O-:30][C:31]([O-:32])=[O:33].[OH2:48].[c:9]1([P:10]([c:11]2[cH:12][cH:13][cH:14][cH:15][cH:16]2)[c:17]2[cH:18][cH:19][cH:20][cH:21][cH:22]2)[cH:23][cH:24][cH:25][cH:26][cH:27]1>>[c:2]1([C:38]#[C:37][CH2:36][CH2:35][CH2:34][OH:39])[cH:3][cH:4][c:5]([NH2:6])[cH:7][cH:8]1.